From a dataset of the Open Reaction Database (ORD), a public repository of structured organic reaction records. describe an organic reaction: reactants, conditions, products, and yield The reactants are C(C)(C)(C)C=1C=C(C=C(C1O)C(C)(C)C)[C@@H]1SCC(N1CCCN(CCOC1=CC2=C(C=C1)OCO2)C)=O ((S)-(−)-2-(3,5-di-tert-butyl-4-hydroxyphenyl)-3-[3-[N-methyl-N-[2-(3,4-methylenedioxy-phenoxy)ethyl]amino]propyl]-1,3-thiazolidin-4-one), C(\C=C\C(=O)O)(=O)O (fumaric acid). The solvent is C(C)(=O)OCC (ethyl acetate), CO (methanol). Yields the product C(\C=C\C(=O)O)(=O)O.C(C)(C)(C)C=1C=C(C=C(C1O)C(C)(C)C)[C@@H]1SCC(N1CCCN(CCOC1=CC2=C(C=C1)OCO2)C)=O ((S)-(−)-2-(3,5-di-tert- butyl-4-hydroxyphenyl)-3-[3-[N-methyl-N-[2-(3,4-methylenedioxyphenoxy)ethyl]amino]propyl]-1,3-thiazolidin-4-one hydrogen fumarate). Isolated yield 88.3%. RXN SMILES: [C:1]([C:5]1[CH:6]=[C:7]([C@H:16]2[N:20]([CH2:21][CH2:22][CH2:23][N:24]([CH3:37])[CH2:25][CH2:26][O:27][C:28]3[CH:33]=[CH:32][C:31]4[O:34][CH2:35][O:36][C:30]=4[CH:29]=3)[C:19](=[O:38])[CH2:18][S:17]2)[CH:8]=[C:9]([C:12]([CH3:15])([CH3:14])[CH3:13])[C:10]=1[OH:11])([CH3:4])([CH3:3])[CH3:2].[C:39]([OH:46])(=[O:45])/[CH:40]=[CH:41]/[C:42]([OH:44])=[O:43]>C(OCC)(=O)C.CO>[C:39]([OH:46])(=[O:45])/[CH:40]=[CH:41]/[C:42]([OH:44])=[O:43].[C:12]([C:9]1[CH:8]=[C:7]([C@H:16]2[N:20]([CH2:21][CH2:22][CH2:23][N:24]([CH3:37])[CH2:25][CH2:26][O:27][C:28]3[CH:33]=[CH:32][C:31]4[O:34][CH2:35][O:36][C:30]=4[CH:29]=3)[C:19](=[O:38])[CH2:18][S:17]2)[CH:6]=[C:5]([C:1]([CH3:3])([CH3:4])[CH3:2])[C:10]=1[OH:11])([CH3:13])([CH3:14])[CH3:15] |f:4.5|. Procedure: To a solution of (S)-(−)-2-(3,5-di-tert-butyl-4-hydroxyphenyl)-3-[3-[N-methyl-N-[2-(3,4-methylenedioxy-phenoxy)ethyl]amino]propyl]-1,3-thiazolidin-4-one (569 mg, 1.05 mmol) in ethyl acetate (2 ml) was added a solution of fumaric acid (116 mg, 1.00 mmol) in methanol (3 ml) (prepared under preheating) and the mixture was stirred, then the solvent was removed under reduced pressure. The residue was dissolved in ethyl acetate (1 ml) under heating and the mixture was stirred at room temperature for 1... Starting materials: C(C)I (ethyl iodide), C[Si](C)(C)[N-][Si](C)(C)C.[Na+] (sodium bis(trimethylsilyl)amide), C(C)OCCNC(C1=C(C=CC=C1[Si](C)(C)C)Cl)=O (N-(2-ethoxyethyl)-2-chloro-6-(trimethylsilyl)benzamide). The solvent is C1CCOC1 (THF), C1CCOC1 (THF), C1CCOC1 (THF). Reaction conditions: time 1 hour. The product is ClC1=C(C(=O)N(CC)CCOCC)C(=CC=C1)[Si](C)(C)C (2-Chloro-N-(2-ethoxyethyl)-N-ethyl-6-(trimethylsilyl)benzamide). The yield is 82.8%. RXN SMILES: C[Si]([N-][Si](C)(C)C)(C)C.[Na+].[CH2:11]([O:13][CH2:14][CH2:15][NH:16][C:17](=[O:29])[C:18]1[C:23]([Si:24]([CH3:27])([CH3:26])[CH3:25])=[CH:22][CH:21]=[CH:20][C:19]=1[Cl:28])[CH3:12].[CH2:30](I)[CH3:31]>C1COCC1>[Cl:28][C:19]1[CH:20]=[CH:21][CH:22]=[C:23]([Si:24]([CH3:27])([CH3:26])[CH3:25])[C:18]=1[C:17]([N:16]([CH2:15][CH2:14][O:13][CH2:11][CH3:12])[CH2:30][CH3:31])=[O:29] |f:0.1|. Procedure details: A 1M THF solution of sodium bis(trimethylsilyl)amide (7.7 mL, 7.7 mmol) was added dropwise over 5 min to a solution of N-(2-ethoxyethyl)-2-chloro-6-(trimethylsilyl)benzamide (2.1 g, 7 mmol) in THF (30 mL). The resulting mixture was stirred for 1 h at RT, then a solution of ethyl iodide (1.31 g, 8.4 mmol) in THF (15 mL) was added with a mild exotherm. The resulting reaction mixture was stirred overnight, then was partitioned between ethyl acetate and dilute aq citric acid. The ethyl acetate phase... Starting materials: C(C1=CC=CC=C1)(=O)N1C[C@@H]2C=3C(=C(C=CC13)C#N)C[C@H](C2)N(CCC)CCC ((2aS,4S)-1-benzoyl-6-cyano-4-(di-n-propylamino)-1,2,2a,3,4,5-hexahydrobenz[cd]-indole), C(CCC)[Li] (n-butyl lithium). Yields the product C(#N)C1=C2C=3[C@@H](CNC3C=C1)C[C@@H](C2)N(CCC)CCC ((2aS,4S)-6-Cyano-4-(di-n-propylamino)-1,2,2a,3,4,5-hexahydrobenz[cd]indole). Yield: 86.9%. Reaction SMILES: C([N:9]1[C:17]2[CH:16]=[CH:15][C:14]([C:18]#[N:19])=[C:13]3[CH2:20][C@@H:21]([N:23]([CH2:27][CH2:28][CH3:29])[CH2:24][CH2:25][CH3:26])[CH2:22][C@@H:11]([C:12]=23)[CH2:10]1)(=O)C1C=CC=CC=1.C([Li])CCC>>[C:18]([C:14]1[CH:15]=[CH:16][C:17]2[NH:9][CH2:10][C@H:11]3[CH2:22][C@H:21]([N:23]([CH2:27][CH2:28][CH3:29])[CH2:24][CH2:25][CH3:26])[CH2:20][C:13]=1[C:12]=23)#[N:19]. Procedure: The procedure of Example 4F was followed using 2.5 g (6.5 mmol) of (2aS,4S)-1-benzoyl-6-cyano-4-(di-n-propylamino)-1,2,2a,3,4,5-hexahydrobenz[cd]-indole and 8.1 ml (13 mmol) n-butyl lithium to provide 1.6 g of an oil. Chromatography of the oil over silica gel with EtOAc as eluent gave 1 g (54%) of product as an oil. Starting materials: COC(=O)C1=CNC2=CC=CC=C12 (indole-3-carboxylic acid methyl ester), C(=O)([O-])[O-].[K+].[K+] (K2CO3), BrCCC (1-bromopropane). Solvent: CN(C)C=O (DMF). Yields the product COC(=O)C1=CN(C2=CC=CC=C12)CCC (1-propylindole-3-carboxylic acid methyl ester). Reaction SMILES: [CH3:1][O:2][C:3]([C:5]1[C:13]2[C:8](=[CH:9][CH:10]=[CH:11][CH:12]=2)[NH:7][CH:6]=1)=[O:4].C([O-])([O-])=O.[K+].[K+].Br[CH2:21][CH2:22][CH3:23]>CN(C=O)C>[CH3:1][O:2][C:3]([C:5]1[C:13]2[C:8](=[CH:9][CH:10]=[CH:11][CH:12]=2)[N:7]([CH2:21][CH2:22][CH3:23])[CH:6]=1)=[O:4] |f:1.2.3|. Procedure: A solution of 0.16 g (1.00 mmol) of indole-3-carboxylic acid methyl ester, 0.5 g (4 mmol) of K2CO3 and 0.5 g (5 mmol) of 1-bromopropane in 10 ml of DMF was stirred at 50° C. overnight. The mixture was partitioned between EtOAc and water. The aqueous phase was extracted with additional EtOAc. The combined organic phases were washed with water, brine and finally dried over Na2SO4 to give crude 1-propylindole-3-carboxylic acid methyl ester. Product: [Si](C)(C)(C(C)(C)C)OCC=1C(=NC=CC1)C(=O)C=1N(C2=CC(=CC=C2C1NC(CC)=O)Cl)C(=O)OCC (2-[3-(tert-Butyldimethylsilyloxymethyl)pyridine-2-carbonyl]-6-chloro-1-ethoxycarbonyl-3-(propionylamino)indole). Reported procedure: The title compound was prepared according to the procedure described in step 1 of Example 2 employing 3-amino-2-[3-(tert-butyldimethylsilyloxymethyl)pyridine-2-carbonyl]-6-chloro-1-(ethoxycarbonyl)indole (step 3) and propionyl chloride. 1H-NMR (CDCl3) δ: 9.48 (1 H, br s), 8.45 (1 H, dd, J=1.5, 4.5 Hz), 8.25 (1 H, dd, J=1.5, 8.1 Hz), 8.16 (1 H, d, J=1.8 Hz), 8.08 (1 H, d, J=8.9 Hz), 7.44 (1 H, dd, J=4.6, 7.9 Hz), 7.25 (1 H, dd, J=1.8, 8.8 Hz), 5.20 (2 H, s), 3.86 (2 H, q, J=7.1 Hz), 2.50 (2 H, q,... Starting materials: NC1=C(N(C2=CC(=CC=C12)Cl)C(=O)OCC)C(=O)C1=NC=CC=C1CO[Si](C)(C)C(C)(C)C (3-Amino-2-[3-(tert-butyldimethylsilyloxymethyl)pyridine-2-carbonyl]-6-chloro-1-(ethoxycarbonyl)indole), C(CC)(=O)Cl (propionyl chloride). As a reaction SMILES: [NH2:1][C:2]1[C:10]2[C:5](=[CH:6][C:7]([Cl:11])=[CH:8][CH:9]=2)[N:4]([C:12]([O:14][CH2:15][CH3:16])=[O:13])[C:3]=1[C:17]([C:19]1[C:24]([CH2:25][O:26][Si:27]([C:30]([CH3:33])([CH3:32])[CH3:31])([CH3:29])[CH3:28])=[CH:23][CH:22]=[CH:21][N:20]=1)=[O:18].[C:34](Cl)(=[O:37])[CH2:35][CH3:36]>>[Si:27]([O:26][CH2:25][C:24]1[C:19]([C:17]([C:3]2[N:4]([C:12]([O:14][CH2:15][CH3:16])=[O:13])[C:5]3[C:10]([C:2]=2[NH:1][C:34](=[O:37])[CH2:35][CH3:36])=[CH:9][CH:8]=[C:7]([Cl:11])[CH:6]=3)=[O:18])=[N:20][CH:21]=[CH:22][CH:23]=1)([C:30]([CH3:32])([CH3:31])[CH3:33])([CH3:29])[CH3:28]. The reactants are C(C)O[Si](CCC(=S)N)(OCC)OCC (beta-triethoxysilylthiopropionamide). The reagents and catalysts are [Re](=S)(=S)(=S)(=S)(=S)(=S)=S (rhenium heptasulfide). The solvent is C(C)O (ethanol). Yields the product SCCC[Si](OCC)(OCC)OCC (gamma-mercaptopropyltriethoxysilane). RXN SMILES: [CH2:1]([O:3][Si:4]([O:13][CH2:14][CH3:15])([O:10][CH2:11][CH3:12])[CH2:5][CH2:6][C:7](N)=[S:8])[CH3:2]>[Re](=S)(=S)(=S)(=S)(=S)(=S)=S.C(O)C>[SH:8][CH2:7][CH2:6][CH2:5][Si:4]([O:13][CH2:14][CH3:15])([O:3][CH2:1][CH3:2])[O:10][CH2:11][CH3:12]. Procedure: Into a clean, dry 300 cubic centimeter high pressure reactor were added 58 grams (0.23 moles) of beta-triethoxysilylthiopropionamide product (Example II pilot plant lot containing 5% beta-cyanoethyltriethoxysilane starting material), 1.45 grams (2.5 weight percent) of rhenium heptasulfide catalyst (Re2S7.2H2O), and 12 grams ethanol rinse. The reactor was sealed, initially pressurized to 800 psig with hydrogen, and placed in a rocker. The vessel was heated with agitation for 4 hours to a maximum ...